This data is from the Open Reaction Database (ORD), a public repository of structured organic reaction records. The task is: describe an organic reaction: reactants, conditions, products, and yield The reactants are C[Si](C)(C)CCOCCl, CS(C)=O, CN(C)C=O, [H-], [Na+], CN(C)C=O, O, c1cnc2[nH]ccc2c1. The product is C[Si](C)(C)CCOCn1ccc2cccnc21. As a reaction SMILES: [CH3:12][Si:13]([CH2:14][CH2:15][O:16][CH2:17][Cl:18])([CH3:19])[CH3:20].[CH3:22][S:23]([CH3:24])=[O:25].[CH:26]([N:27]([CH3:28])[CH3:29])=[O:30].[H-:1].[Na+:2].[O:31]=[CH:32][N:33]([CH3:34])[CH3:35].[OH2:21].[nH:3]1[cH:4][cH:5][c:6]2[cH:7][cH:8][cH:9][n:10][c:11]12>>[n:3]1([CH2:17][O:16][CH2:15][CH2:14][Si:13]([CH3:12])([CH3:19])[CH3:20])[cH:4][cH:5][c:6]2[cH:7][cH:8][cH:9][n:10][c:11]12. Reactants: NC1=CC=CC=C1 (aniline), BrC(C)CC (2-bromobutane). Yields the product CC(CC)NC1=CC=CC=C1 (N-(1-methylpropyl)aniline). Reaction SMILES: [NH2:1][C:2]1[CH:7]=[CH:6][CH:5]=[CH:4][CH:3]=1.Br[CH:9]([CH2:11][CH3:12])[CH3:10]>>[CH3:10][CH:9]([NH:1][C:2]1[CH:7]=[CH:6][CH:5]=[CH:4][CH:3]=1)[CH2:11][CH3:12]. Procedure: N-(1-methylpropyl)aniline was prepared from aniline and 2-bromobutane using the same method as in Example 2ii). Reactants: CC1C(CCC1)(C(=O)O)C1=C(C=CC=C1)F (methyl 1-(2-fluorophenyl)cyclopentanecarboxylic acid), S(O)(O)(=O)=O (sulfuric acid), C([O-])([O-])=O.[Na+].[Na+] (sodium carbonate). The solvent is CO (methanol). Product: FC1=C(C=CC=C1)C1(CCCC1)C(=O)OC (Methyl 1-(2-fluorophenyl)cyclopentanecarboxylate). Reaction SMILES: C[CH:2]1[CH2:6][CH2:5][CH2:4][C:3]1([C:10]1[CH:15]=[CH:14][CH:13]=[CH:12][C:11]=1[F:16])[C:7]([OH:9])=[O:8].S(=O)(=O)(O)O.[C:22](=O)([O-])[O-].[Na+].[Na+]>CO>[F:16][C:11]1[CH:12]=[CH:13][CH:14]=[CH:15][C:10]=1[C:3]1([C:7]([O:9][CH3:22])=[O:8])[CH2:4][CH2:5][CH2:6][CH2:2]1 |f:2.3.4|. Procedure details: To a solution of methyl 1-(2-fluorophenyl)cyclopentanecarboxylic acid (5.0 g, 24.01 mmol) in anhydrous methanol was added 1 mL of the concentration of sulfuric acid. The mixture was refluxed for overnight. The mixture was neutralized to pH 4-5 with sodium carbonate. The solvent was evaporated. The residue was dissolved in ethyl acetate (50 mL), washed with brine (3×10 mL), dried over MgSO4. The crude product was used for the next reaction without further purification.